This data is from the Open Reaction Database (ORD), a public repository of structured organic reaction records. The task is: describe an organic reaction: reactants, conditions, products, and yield Run at time 10 minute. The yield is 62.5%. Reaction SMILES: [Cl:1][C:2]1[CH:7]=[C:6]([Cl:8])[CH:5]=[CH:4][C:3]=1[CH:9]1[S:15][C:14]([CH3:17])([CH3:16])[CH2:13][NH:12][C:11]2[N:18]([CH3:22])[N:19]=[C:20]([CH3:21])[C:10]1=2.C1C=C(Cl)C=C(C(OO)=[O:31])C=1.C(=O)(O)[O-].[Na+]>C(Cl)Cl>[Cl:1][C:2]1[CH:7]=[C:6]([Cl:8])[CH:5]=[CH:4][C:3]=1[CH:9]1[S:15](=[O:31])[C:14]([CH3:17])([CH3:16])[CH2:13][NH:12][C:11]2[N:18]([CH3:22])[N:19]=[C:20]([CH3:21])[C:10]1=2 |f:2.3|. Yields the product ClC1=C(C=CC(=C1)Cl)C1C2=C(NCC(S1=O)(C)C)N(N=C2C)C (4-(2,4-dichlorophenyl)-1,3,6,6-tetramethyl-7,8-dihydro-4H-pyrazolo[3,4-e][1,4]thiazepine 5-oxide). Procedure details: To 4-(2,4-dichlorophenyl)-1,3,6,6-tetramethyl-7,8-dihydro-4H-pyrazolo[3,4-e][1,4]thiazepine (0.1 g, 0.28 mmol), Example D.4) in DCM (5 mL) at 0° C., was added m-CPBA (48.5 mg, 0.28 mmol) dissolved in 3 mL DCM (dropwise in 10 min). The resulting mixture was stirred for about 10 min at rt. Subsequently, 5% aqueous sodium bicarbonate (10 mL) and DCM (20 mL) were added. The layers were separated and the organic layer was washed with water (25 mL), dried (MgSO4), filtered and concentrated in vacuo. T... Reactants: ClC1=C(C=CC(=C1)Cl)C1C2=C(NCC(S1)(C)C)N(N=C2C)C (4-(2,4-dichlorophenyl)-1,3,6,6-tetramethyl-7,8-dihydro-4H-pyrazolo[3,4-e][1,4]thiazepine), C([O-])(O)=O.[Na+] (sodium bicarbonate), C1=CC(=CC(=C1)Cl)C(=O)OO (m-CPBA). Run in C(Cl)Cl (DCM), C(Cl)Cl (DCM), C(Cl)Cl (DCM).